From a dataset of the Open Reaction Database (ORD), a public repository of structured organic reaction records. describe an organic reaction: reactants, conditions, products, and yield Product: Cc1ccc(S(=O)(=O)N2C(C(N)=O)CCC2c2ccc(F)cc2)cc1. The reactants are COC(=O)C1CCC(c2ccc(F)cc2)N1S(=O)(=O)c1ccc(C)cc1, CO, [NH4+], [OH-], O. As a reaction SMILES: [CH3:1][O:2][C:3](=[O:4])[CH:5]1[N:6]([S:17](=[O:18])(=[O:19])[c:20]2[cH:21][cH:22][c:23]([CH3:26])[cH:24][cH:25]2)[CH:7]([c:10]2[cH:11][cH:12][c:13]([F:16])[cH:14][cH:15]2)[CH2:8][CH2:9]1.[CH3:30][OH:31].[NH4+:28].[OH-:29].[OH2:27]>>[O:2]=[C:3]([CH:5]1[N:6]([S:17](=[O:18])(=[O:19])[c:20]2[cH:21][cH:22][c:23]([CH3:26])[cH:24][cH:25]2)[CH:7]([c:10]2[cH:11][cH:12][c:13]([F:16])[cH:14][cH:15]2)[CH2:8][CH2:9]1)[NH2:28].